Dataset: the Open Reaction Database (ORD), a public repository of structured organic reaction records. Task: describe an organic reaction: reactants, conditions, products, and yield RXN SMILES: [O:1]=[C:2]1[CH:11]=[CH:10][C:9]2[CH2:8][CH2:7][C:6](=[O:12])[N:5]3[CH2:13][CH:14]([CH2:15][N:16]4[CH2:21][CH2:20][CH:19]([NH:22]C(=O)OC(C)(C)C)[CH2:18][CH2:17]4)[N:3]1[C:4]=23.[CH:30]([C:32]1[CH:33]=[C:34]([C:42]#[N:43])[C:35]2[O:40][CH2:39][CH2:38][O:37][C:36]=2[CH:41]=1)=O.[BH-](OC(C)=O)(OC(C)=O)OC(C)=O.[Na+].C(=O)(O)[O-].[Na+].[Cl:63]CCl.CO>>[ClH:63].[O:12]=[C:6]1[CH:7]=[CH:8][C:9]2[CH:10]=[CH:11][C:2](=[O:1])[N:3]3[CH:14]([CH2:15][N:16]4[CH2:17][CH2:18][CH:19]([NH:22][CH2:30][C:32]5[CH:33]=[C:34]([C:42]#[N:43])[C:35]6[O:40][CH2:39][CH2:38][O:37][C:36]=6[CH:41]=5)[CH2:20][CH2:21]4)[CH2:13][N:5]1[C:4]=23 |f:2.3,4.5,6.7,8.9|. Product: Cl.O=C1N2C=3N(C(C=CC3C=C1)=O)C(C2)CN2CCC(CC2)NCC=2C=C(C1=C(OCCO1)C2)C#N (7-[({1-[(4,9-Dioxo-1,2-dihydro-4H,9H-imidazo[1,2,3-ij]-1,8-naphthyridin-1-yl)methyl]-4-piperidinyl}amino)methyl]-2,3-dihydro-1,4-benzodioxin-5-carbonitrile hydrochloride). Reaction conditions: time 1 hour. The reactants are C([O-])(O)=O.[Na+] (sodium bicarbonate), O=C1N2C=3N(C(CCC3C=C1)=O)CC2CN2CCC(CC2)NC(OC(C)(C)C)=O (1,1-dimethylethyl {1-[(4,9-dioxo-1,2,8,9-tetrahydro-4H,7H-imidazo[1,2,3-ij]-1,8-naphthyridin-2-yl)methyl]-4-piperidinyl}carbamate), C(=O)C=1C=C(C2=C(OCCO2)C1)C#N (7-formyl-2,3-dihydro-1,4-benzodioxin-5-carbonitrile), ClCCl.CO (dichloromethane methanol), [BH-](OC(=O)C)(OC(=O)C)OC(=O)C.[Na+] (NaBH(OAc)3). Procedure: 1-[(4-Amino-1-piperidinyl)methyl]-1,2-dihydro-4H,9H-imidazo[1,2,3-ij]-1,8-naphthyridine-4,9-dione (2:1 mixture of R:S) (60 mg, 0.2 mmol) and 7-formyl-2,3-dihydro-1,4-benzodioxin-5-carbonitrile (for a synthesis see WO06014580 Preparation 13 or WO2007122258 Example 31(d)) (37.8 mg, 0.2 mmol) were dissolved in dichloromethane/methanol (2/0.1 ml) at room temperature under argon and stirred at room temperature for 1 h. This was then treated with NaBH(OAc)3 (85 mg, 0.4 mmol) and left to stir for 1 hou... Isolated yield 27.0%. Starting materials: CN(C)C=O, COC(=O)CCc1ccc(N(Cc2ccc(OCc3cnn(C)c3-c3ccc(F)cc3)cc2)S(=O)(=O)c2ccccc2[N+](=O)[O-])cc1, [Li+], [Na+], [OH-], O, O=C([O-])O, O=C(O)CS. Yields the product COC(=O)CCc1ccc(NCc2ccc(OCc3cnn(C)c3-c3ccc(F)cc3)cc2)cc1. RXN SMILES: [CH3:61][N:62]([CH3:63])[CH:64]=[O:65].[F:1][c:2]1[cH:3][cH:4][c:5](-[c:8]2[c:9]([CH2:14][O:15][c:16]3[cH:17][cH:18][c:19]([CH2:20][N:21]([c:22]4[cH:23][cH:24][c:25]([CH2:28][CH2:29][C:30](=[O:31])[O:32][CH3:33])[cH:26][cH:27]4)[S:34]([c:35]4[cH:36][cH:37][cH:38][cH:39][c:40]4[N+:41]([O-:42])=[O:43])(=[O:44])=[O:45])[cH:46][cH:47]3)[cH:10][n:11][n:12]2[CH3:13])[cH:6][cH:7]1.[Li+:55].[Na+:56].[OH-:54].[OH2:53].[OH:57][C:58](=[O:59])[O-:60].[SH:48][CH2:49][C:50]([OH:51])=[O:52]>>[F:1][c:2]1[cH:3][cH:4][c:5](-[c:8]2[c:9]([CH2:14][O:15][c:16]3[cH:17][cH:18][c:19]([CH2:20][NH:21][c:22]4[cH:23][cH:24][c:25]([CH2:28][CH2:29][C:30](=[O:31])[O:32][CH3:33])[cH:26][cH:27]4)[cH:46][cH:47]3)[cH:10][n:11][n:12]2[CH3:13])[cH:6][cH:7]1.